The task is: describe an organic reaction: reactants, conditions, products, and yield. This data is from the Open Reaction Database (ORD), a public repository of structured organic reaction records. Starting materials: CN1C(CCCC1)=C1C2=C(CC(C=3SC=CC31)=O)C=CC=C2 (N-methylpiperidylidene-4H-benzo-[4,5]-cyclohepta-[1,2-b]-thiophene-10(9H)-one), C(C)OC(=O)Cl (ethylchloroformate). Solvent: C1=CC=CC=C1 (benzene), C1=CC=CC=C1 (benzene). The product is C(=O)(OCC)N1C(CCCC1)=C1C2=C(CC(C=3SC=CC31)=O)C=CC=C2 (4-(N-Carboethoxy-piperidylidene)4H-benzo[4,5]-cyclohepta[1,2-b]-thiophene-10(9H)-one). Reaction SMILES: C[N:2]1[CH2:7][CH2:6][CH2:5][CH2:4][C:3]1=[C:8]1[C:17]2[CH:16]=[CH:15][S:14][C:13]=2[C:12](=[O:18])[CH2:11][C:10]2[CH:19]=[CH:20][CH:21]=[CH:22][C:9]1=2.[CH2:23]([O:25][C:26](Cl)=[O:27])[CH3:24]>C1C=CC=CC=1>[C:26]([N:2]1[CH2:7][CH2:6][CH2:5][CH2:4][C:3]1=[C:8]1[C:17]2[CH:16]=[CH:15][S:14][C:13]=2[C:12](=[O:18])[CH2:11][C:10]2[CH:19]=[CH:20][CH:21]=[CH:22][C:9]1=2)([O:25][CH2:23][CH3:24])=[O:27]. Procedure details: Using the procedure of Example IA, react 21.3 g of N-methylpiperidylidene-4H-benzo-[4,5]-cyclohepta-[1,2-b]-thiophene-10(9H)-one in 300 ml of benzene with a solution of 10.9 g of ethylchloroformate in 300 ml benzene to prepare the title compound. The product is COC(=O)C1=CC=C(C=C1)NCC=1C=NC=CC1 (N-(4-Methoxycarbonylphenyl)pyrid-3-ylmethylamine). RXN SMILES: [N:1]1[CH:6]=[CH:5][CH:4]=[C:3]([CH:7]=O)[CH:2]=1.[NH2:9][C:10]1[CH:19]=[CH:18][C:13]([C:14]([O:16][CH3:17])=[O:15])=[CH:12][CH:11]=1.C1(C)C=CC(S(O)(=O)=O)=CC=1.[BH4-].[Na+]>CO>[CH3:17][O:16][C:14]([C:13]1[CH:18]=[CH:19][C:10]([NH:9][CH2:7][C:3]2[CH:2]=[N:1][CH:6]=[CH:5][CH:4]=2)=[CH:11][CH:12]=1)=[O:15] |f:3.4|. The solvent is CO (methanol). The reactants are [BH4-].[Na+] (sodium borohydride), N1=CC(=CC=C1)C=O (3-pyridinecarboxaldehyde), NC1=CC=C(C(=O)OC)C=C1 (methyl 4-aminobenzoate), C1(=CC=C(C=C1)S(=O)(=O)O)C (p-toluenesulfonic acid). Reported procedure: Alternately, 3-pyridinecarboxaldehyde ((61.6 g, 0.575 moles, 1 eq) and methyl 4-aminobenzoate (1-03.87 g, 0.687 moles, 1.2 eq) with p-toluenesulfonic acid (2.19 g, 0.012 moles, 0.02 eq) were refluxed in methanol (25 volumes) for 2 hours. The reaction mixture was cooled to 0° C. and sodium borohydride (67.6 g, 1.787 moles, 3.5 eq) added slowly then it was allowed to warm to ambient overnight. The reaction was concentrated, dissolved with dichloromethane and washed with water then brine, and evapo... Conditions: temperature 0 celsius. The reactants are C1CCOC1, COC(=O)CCC(C(N)=O)N1Cc2c(OCc3cccc(CN4CCOCC4)c3)cccc2C1=O, CC(C)(C)[O-], [K+]. The product is O=C1CCC(N2Cc3c(OCc4cccc(CN5CCOCC5)c4)cccc3C2=O)C(=O)N1. Reaction SMILES: [CH2:42]1[O:43][CH2:44][CH2:45][CH2:46]1.[CH3:1][O:2][C:3]([CH2:4][CH2:5][CH:6]([N:7]1[C:8](=[O:31])[c:9]2[cH:10][cH:11][cH:12][c:13]([O:16][CH2:17][c:18]3[cH:19][c:20]([CH2:24][N:25]4[CH2:26][CH2:27][O:28][CH2:29][CH2:30]4)[cH:21][cH:22][cH:23]3)[c:14]2[CH2:15]1)[C:32]([NH2:33])=[O:34])=[O:35].[CH3:36][C:37]([CH3:38])([O-:39])[CH3:40].[K+:41]>>[O:2]=[C:3]1[CH2:4][CH2:5][CH:6]([N:7]2[C:8](=[O:31])[c:9]3[cH:10][cH:11][cH:12][c:13]([O:16][CH2:17][c:18]4[cH:19][c:20]([CH2:24][N:25]5[CH2:26][CH2:27][O:28][CH2:29][CH2:30]5)[cH:21][cH:22][cH:23]4)[c:14]3[CH2:15]2)[C:32](=[O:34])[NH:33]1. Starting materials: ClC1=CC=C(C(=O)NC2=CC=C3C=CC=C(C3=C2)N2CCNCC2)C=C1 (7-(4-chlorobenzamido)-1-(1-piperazinyl)-naphthalene), product, C(CC)=O (propionaldehyde), C(#N)[BH3-].[Na+] (sodium cyanoborohydride). As a reaction SMILES: [Cl:1][C:2]1[CH:26]=[CH:25][C:5]([C:6]([NH:8][C:9]2[CH:18]=[C:17]3[C:12]([CH:13]=[CH:14][CH:15]=[C:16]3[N:19]3[CH2:24][CH2:23][NH:22][CH2:21][CH2:20]3)=[CH:11][CH:10]=2)=[O:7])=[CH:4][CH:3]=1.[CH:27](=O)[CH2:28][CH3:29].C([BH3-])#N.[Na+]>CO.C(O)(=O)C>[Cl:1][C:2]1[CH:3]=[CH:4][C:5]([C:6]([NH:8][C:9]2[CH:18]=[C:17]3[C:12]([CH:13]=[CH:14][CH:15]=[C:16]3[N:19]3[CH2:24][CH2:23][N:22]([CH2:27][CH2:28][CH3:29])[CH2:21][CH2:20]3)=[CH:11][CH:10]=2)=[O:7])=[CH:25][CH:26]=1 |f:2.3|. Reported procedure: A mixture of 7-(4-chlorobenzamido)-1-(1-piperazinyl)-naphthalene (0.20 g, 0.547 mmol, the product of Example 12), propionaldehyde (0.041 mL, 0.563 mmol) and sodium cyanoborohydride (0.103 g, 1.64 mmol)in methanol (12 mL) and acetic acid (1.2 mL) was stirred at ambient temperature for 20 hours. The solvent was removed at reduced pressure and the residue was partitioned between methylene chloride and saturated aqueous sodium bicarbonate. Phases were separated and the organic layer was washed with ... The solvent is CO (methanol), C(C)(=O)O (acetic acid). Yields the product ClC1=CC=C(C(=O)NC2=CC=C3C=CC=C(C3=C2)N2CCN(CC2)CCC)C=C1 (7-(4-Chlorobenzamido)-1-(4-propyl-1-piperazin yl)-naphthalene). The reactants are C(C)N(CC)S(F)(F)F (Diethylaminosulphur trifluoride), C(Cl)Cl (methylene chloride), FC1=C2C(C(N=C(C2=CC=C1)C=1C=NC2=CC=CC=C2C1)(C)C)O (3-(5-fluoro-4-hydroxy-3,3-dimethyl-3,4-dihydroisoquinolin-1-yl)quinoline). The solvent is O (water). Run at time 1 hour. Yields the product FC1C(N=C(C2=CC=CC(=C12)F)C=1C=NC2=CC=CC=C2C1)(C)C (3-(4,5-difluoro-3,3-dimethyl-3,4-dihydroisoquinolin-1-yl)quinoline). Isolated yield 87.2%. As a reaction SMILES: C(N(S(F)(F)[F:7])CC)C.C(Cl)Cl.[F:13][C:14]1[CH:23]=[CH:22][CH:21]=[C:20]2[C:15]=1[CH:16](O)[C:17]([CH3:35])([CH3:34])[N:18]=[C:19]2[C:24]1[CH:25]=[N:26][C:27]2[C:32]([CH:33]=1)=[CH:31][CH:30]=[CH:29][CH:28]=2>O>[F:7][CH:16]1[C:15]2[C:20](=[CH:21][CH:22]=[CH:23][C:14]=2[F:13])[C:19]([C:24]2[CH:25]=[N:26][C:27]3[C:32]([CH:33]=2)=[CH:31][CH:30]=[CH:29][CH:28]=3)=[N:18][C:17]1([CH3:35])[CH3:34]. Reported procedure: Diethylaminosulphur trifluoride (76 mg) was added to an methylene chloride (20 mL) solution of 3-(5-fluoro-4-hydroxy-3,3-dimethyl-3,4-dihydroisoquinolin-1-yl)quinoline (50 mg, 0.16 mmol), followed by stirring for 1 hour under ice cooling, pouring water, extracting with ethyl acetate, and applying the resulting residue to chromatography to obtain 45 mg (yield 90%) of the target compound. The reactants are ClC=1SC(=C2NC(C=3C(C(C21)=O)=CSC3)=O)Cl (1,3-dichloro-4,5-dihydrodithieno[3,4-b:3',4'-e]azepine-5,9-dione), C(=O)[O-].[NH4+] (ammonium formate), C(CC)O (propanol). The reagents and catalysts are [Pd] (Pd/C). Run in O (water). Run at temperature 100 celsius. The product is C=1SC=C2NC(C=3C(C(C21)=O)=CSC3)=O (4,5-dihydrodithieno[3,4-b:3',4'-e]azepine-5,9-dione). The yield is 83.0%. Reaction SMILES: Cl[C:2]1[S:3][C:4](Cl)=[C:5]2[C:11]=1[C:10](=[O:12])[C:9]1=[CH:13][S:14][CH:15]=[C:8]1[C:7](=[O:16])[NH:6]2.C([O-])=O.[NH4+].C(O)CC>[Pd].O>[CH:2]1[S:3][CH:4]=[C:5]2[C:11]=1[C:10](=[O:12])[C:9]1=[CH:13][S:14][CH:15]=[C:8]1[C:7](=[O:16])[NH:6]2 |f:1.2|. Procedure details: A mixture of 125 g (0.411 mole) of 1,3-dichloro-4,5-dihydrodithieno[3,4-b:3',4'-e]azepine-5,9-dione, 125 g (1.982 moles) of ammonium formate, 50 g of 5% strength Pd/C, 50 g of active carbon, 3.125 l of propanol and 165 ml of water was refluxed for 3 hours, while stirring, after which 2.5 l of solvent were distilled off under about 100 mbar, while stirring. The residue was poured onto 3 l of ice water, and the resulting suspension was acidified with concentrated hydrochloric acid, while stirring....